This data is from the Open Reaction Database (ORD), a public repository of structured organic reaction records. The task is: describe an organic reaction: reactants, conditions, products, and yield Reactants: CCOC(=O)N1CCc2nc3ccccc3c(Cl)c2CC1, CCOC(C)=O, Oc1ccccc1. Yields the product CCOC(=O)N1CCc2nc3ccccc3c(Oc3ccccc3)c2CC1. RXN SMILES: [CH2:1]([CH3:2])[O:3][C:4](=[O:5])[N:6]1[CH2:7][CH2:8][c:9]2[n:10][c:11]3[cH:12][cH:13][cH:14][cH:15][c:16]3[c:17]([Cl:21])[c:18]2[CH2:19][CH2:20]1.[CH3:29][CH2:30][O:31][C:32](=[O:33])[CH3:34].[OH:22][c:23]1[cH:24][cH:25][cH:26][cH:27][cH:28]1>>[CH2:1]([CH3:2])[O:3][C:4](=[O:5])[N:6]1[CH2:7][CH2:8][c:9]2[n:10][c:11]3[cH:12][cH:13][cH:14][cH:15][c:16]3[c:17]([O:22][c:23]3[cH:24][cH:25][cH:26][cH:27][cH:28]3)[c:18]2[CH2:19][CH2:20]1. The reactants are N[C@@H](C(C)C)C(=O)O (L-valine), C1(CCCCC1)=O (cyclohexanone), [H][H] (hydrogen), [H][H] (hydrogen). The reagents and catalysts are [Pd] (Pd/C). Run in C(C)O (ethanol). Product: C1(CCCCC1)N[C@H](C(=O)O)C(C)C ((S)-2-Cyclohexylamino-3-methyl-butyric acid). Isolated yield 75.1%. RXN SMILES: [NH2:1][C@H:2]([C:6]([OH:8])=[O:7])[CH:3]([CH3:5])[CH3:4].[C:9]1(=O)[CH2:14][CH2:13][CH2:12][CH2:11][CH2:10]1.[H][H]>C(O)C.[Pd]>[CH:9]1([NH:1][C@@H:2]([CH:3]([CH3:5])[CH3:4])[C:6]([OH:8])=[O:7])[CH2:14][CH2:13][CH2:12][CH2:11][CH2:10]1. Procedure: A mixture of L-valine (29.29 g, 250 mmol), and cyclohexanone (51.8 mL, 500 mmol, Aldrich Inc, Milwaukee, Wis.) was agitated in an atmosphere of hydrogen (pressure, 23.4-51.1 psi) at room temperature in 370 mL ethanol in the presence of Pd/C (20%, 3 g) until the absorption of hydrogen had ceased. The mixture was filtered, and this ethanolic filtrate was set aside, then the filter cake washed with 450 mL 1 M HCl. The ethanolic filtrate was concentrated to dryness and the residue dissolved in the a... Reactants: Cc1ccc(C(=O)O)cc1Br, CC(C)(C)O, CC(C)N=C=NC(C)C, ClC(Cl)Cl, NCC(=O)NCC1CCN(Cc2ccc(Cl)cc2)CC1, On1nnc2ccccc21. The product is Cc1ccc(C(=O)NCC(=O)NCC2CCN(Cc3ccc(Cl)cc3)CC2)cc1Br. Reaction SMILES: [Br:1][c:2]1[cH:3][c:4]([C:5](=[O:6])[OH:7])[cH:8][cH:9][c:10]1[CH3:11].[CH3:55][C:56]([OH:57])([CH3:58])[CH3:59].[CH:12]([N:13]=[C:14]=[N:15][CH:16]([CH3:17])[CH3:18])([CH3:19])[CH3:20].[CH:51]([Cl:52])([Cl:53])[Cl:54].[Cl:31][c:32]1[cH:33][cH:34][c:35]([CH2:36][N:37]2[CH2:38][CH2:39][CH:40]([CH2:43][NH:44][C:45]([CH2:46][NH2:47])=[O:48])[CH2:41][CH2:42]2)[cH:49][cH:50]1.[OH:21][n:22]1[c:23]2[c:24]([cH:25][cH:26][cH:27][cH:28]2)[n:29][n:30]1>>[Br:1][c:2]1[cH:3][c:4]([C:5](=[O:7])[NH:47][CH2:46][C:45]([NH:44][CH2:43][CH:40]2[CH2:39][CH2:38][N:37]([CH2:36][c:35]3[cH:34][cH:33][c:32]([Cl:31])[cH:50][cH:49]3)[CH2:42][CH2:41]2)=[O:48])[cH:8][cH:9][c:10]1[CH3:11]. Reactants: CCOC(=O)CBr, CCOC(C)=O, CN(C)C=O, [Cl-], N#Cc1cc(Cl)ccc1NC(=O)C(F)(F)F, [H-], [NH4+], [Na+]. Yields the product CCOC(=O)CN(C(=O)C(F)(F)F)c1ccc(Cl)cc1C#N. As a reaction SMILES: [Br:19][CH2:20][C:21](=[O:22])[O:23][CH2:24][CH3:25].[C:26]([O:27][CH2:28][CH3:29])(=[O:30])[CH3:31].[CH3:34][N:35]([CH3:36])[CH:37]=[O:38].[Cl-:32].[Cl:1][c:2]1[cH:3][c:4]([C:15]#[N:16])[c:5]([NH:8][C:9]([C:10]([F:11])([F:12])[F:13])=[O:14])[cH:6][cH:7]1.[H-:18].[NH4+:33].[Na+:17]>>[Cl:1][c:2]1[cH:3][c:4]([C:15]#[N:16])[c:5]([N:8]([C:9]([C:10]([F:11])([F:12])[F:13])=[O:14])[CH2:20][C:21](=[O:22])[O:23][CH2:24][CH3:25])[cH:6][cH:7]1. Starting materials: C(C)(C)N(C(C)C)CC (N,N-diisopropylethylamine), BrCCC(=O)OCC (ethyl 3-bromopropanoate), Cl.CC(C)OC1=C(C#N)C=C(C=C1)C1=NC(=NO1)C1=CC=CC=2CNCCOC21 (2-[(1-methylethyl)oxy]-5-[3-(2,3,4,5-tetrahydro-1,4-benzoxazepin-9-yl)-1,2,4-oxadiazol-5-yl]benzonitrile hydrochloride), C(C)(C)N(C(C)C)CC (N,N-diisopropylethylamine), BrCCC(=O)OCC (ethyl 3-bromopropanoate). The solvent is C(C)#N (acetonitrile). Run at temperature 80 celsius. The product is C(#N)C=1C=C(C=CC1OC(C)C)C1=NC(=NO1)C1=CC=CC=2CN(CCOC21)CCC(=O)OCC (Ethyl 3-[9-(5-{3-cyano-4-[(1-methylethyl)oxy]phenyl}-1,2,4-oxadiazol-3-yl)-2,3-dihydro-1,4-benzoxazepin-4(5H)-yl]propanoate). The yield is 38.5%. As a reaction SMILES: Cl.[CH3:2][CH:3]([O:5][C:6]1[CH:13]=[CH:12][C:11]([C:14]2[O:18][N:17]=[C:16]([C:19]3[C:29]4[O:28][CH2:27][CH2:26][NH:25][CH2:24][C:23]=4[CH:22]=[CH:21][CH:20]=3)[N:15]=2)=[CH:10][C:7]=1[C:8]#[N:9])[CH3:4].C(N(CC)C(C)C)(C)C.Br[CH2:40][CH2:41][C:42]([O:44][CH2:45][CH3:46])=[O:43]>C(#N)C>[C:8]([C:7]1[CH:10]=[C:11]([C:14]2[O:18][N:17]=[C:16]([C:19]3[C:29]4[O:28][CH2:27][CH2:26][N:25]([CH2:40][CH2:41][C:42]([O:44][CH2:45][CH3:46])=[O:43])[CH2:24][C:23]=4[CH:22]=[CH:21][CH:20]=3)[N:15]=2)[CH:12]=[CH:13][C:6]=1[O:5][CH:3]([CH3:2])[CH3:4])#[N:9] |f:0.1|. Reported procedure: To a solution of 2-[(1-methylethyl)oxy]-5-[3-(2,3,4,5-tetrahydro-1,4-benzoxazepin-9-yl)-1,2,4-oxadiazol-5-yl]benzonitrile hydrochloride (Example 32) (90 mg, 0.218 mmol) in acetonitrile (10 ml) was added N,N-diisopropylethylamine (0.076 ml, 0.436 mmol) followed by ethyl 3-bromopropanoate (0.056 ml, 0.436 mmol). The reaction mixture was heated at 80° C. overnight. A further 1 equivalent of N,N-diisopropylethylamine and ethyl 3-bromopropanoate were added and heating continued overnight. The reactio...